Dataset: the Open Reaction Database (ORD), a public repository of structured organic reaction records. Task: describe an organic reaction: reactants, conditions, products, and yield RXN SMILES: [Cl:1][C:2]1[S:6][C:5]([NH:7][C:8](=[O:23])[N:9]([C@H:16]2[CH2:21][CH2:20][C@H:19](C)[CH2:18][CH2:17]2)[CH:10]2[CH2:15][CH2:14][NH:13][CH2:12][CH2:11]2)=[N:4][CH:3]=1.[C:24](O)(=[O:32])[CH2:25][CH2:26][CH2:27][CH2:28][C:29]([OH:31])=[O:30]>>[Cl:1][C:2]1[S:6][C:5]([NH:7][C:8](=[O:23])[N:9]([CH:10]2[CH2:15][CH2:14][N:13]([C:24](=[O:32])[CH2:25][CH2:26][CH2:27][CH2:28][C:29]([OH:31])=[O:30])[CH2:12][CH2:11]2)[CH:16]2[CH2:17][CH2:18][CH2:19][CH2:20][CH2:21]2)=[N:4][CH:3]=1. Yields the product ClC1=CN=C(S1)NC(N(C1CCCCC1)C1CCN(CC1)C(CCCCC(=O)O)=O)=O (6-{4-[3-(5-Chloro-thiazol-2-yl)-1-cyclohexyl-ureido]-piperidin-1-yl}-6-oxo-hexanoic acid). Reported procedure: Prepared as described in general procedure (G) using 3-(5-chloro-thiazol-2-yl)-1-(trans-4-methyl-cyclohexyl)-1-piperidin-4-yl-urea and adipic acid. The reactants are ClC1=CN=C(S1)NC(N(C1CCNCC1)[C@@H]1CC[C@H](CC1)C)=O (3-(5-chloro-thiazol-2-yl)-1-(trans-4-methyl-cyclohexyl)-1-piperidin-4-yl-urea), C(CCCCC(=O)O)(=O)O (adipic acid).